This data is from the Open Reaction Database (ORD), a public repository of structured organic reaction records. The task is: describe an organic reaction: reactants, conditions, products, and yield Reactants: ClC=1N=C(C2=C(N1)C1=C(S2)N=C(C=C1C)C1=CC(=C(C=C1)OC)OC)N1CCNCC1 (2-chloro-7-(3,4-dimethoxyphenyl)-9-methyl-4-piperazin-1-yl-pyrido-[3′,2′:4,5]thieno[3,2-d]pyrimidine), CC[O-].[K+] (potassium ethylate). The solvent is O1CCOCC1 (dioxane). Product: C(C)OC=1N=C(C2=C(N1)C1=C(S2)N=C(C=C1C)C1=CC(=C(C=C1)OC)OC)N1CCNCC1 (2-ethoxy-7-(3,4-dimethoxyphenyl)-9-methyl-4-piperazine-1-yl-pyrido[3′,2′:4,5]thieno[3,2-d]pyrimidine). As a reaction SMILES: Cl[C:2]1[N:3]=[C:4]([N:26]2[CH2:31][CH2:30][NH:29][CH2:28][CH2:27]2)[C:5]2[S:10][C:9]3[N:11]=[C:12]([C:16]4[CH:21]=[CH:20][C:19]([O:22][CH3:23])=[C:18]([O:24][CH3:25])[CH:17]=4)[CH:13]=[C:14]([CH3:15])[C:8]=3[C:6]=2[N:7]=1.[CH3:32][CH2:33][O-:34].[K+]>O1CCOCC1>[CH2:33]([O:34][C:2]1[N:3]=[C:4]([N:26]2[CH2:31][CH2:30][NH:29][CH2:28][CH2:27]2)[C:5]2[S:10][C:9]3[N:11]=[C:12]([C:16]4[CH:21]=[CH:20][C:19]([O:22][CH3:23])=[C:18]([O:24][CH3:25])[CH:17]=4)[CH:13]=[C:14]([CH3:15])[C:8]=3[C:6]=2[N:7]=1)[CH3:32] |f:1.2|. Procedure: 0.1 g (0.22 mmol) 2-chloro-7-(3,4-dimethoxyphenyl)-9-methyl-4-piperazin-1-yl-pyrido-[3′,2′:4,5]thieno[3,2-d]pyrimidine and 0.22 ml (0.44 mmol) potassium ethylate (2M THF) are refluxed in 10 ml absolute dioxane for 3 h. Then, the solvent is removed and the residue is suspended in some water. The aqueous suspension is extracted with dichloromethane, the organic phase is dried on sodium sulfate and the solvent is removed. 50 mg (49%) of the title substance is obtained. Starting materials: O=C([O-])[O-], CCOC(C)=O, CN(C)c1ccccc1-c1ccccc1P(C1CCCCC1)C1CCCCC1, CNc1c([N+](=O)[O-])ccc(Cl)c1C#N, [K+], [K+], O=C(C=Cc1ccccc1)C=Cc1ccccc1, O=C(C=Cc1ccccc1)C=Cc1ccccc1, O=C(C=Cc1ccccc1)C=Cc1ccccc1, OCc1ccccc1B(O)O, [Pd], [Pd]. The product is CNc1c([N+](=O)[O-])ccc(-c2ccccc2CO)c1C#N. RXN SMILES: [C:26](=[O:27])([O-:28])[O-:29].[CH3:60][CH2:61][O:62][C:63]([CH3:64])=[O:65].[CH:32]1([P:33]([CH:34]2[CH2:35][CH2:36][CH2:37][CH2:38][CH2:39]2)[c:40]2[cH:41][cH:42][cH:43][cH:44][c:45]2-[c:46]2[cH:47][cH:48][cH:49][cH:50][c:51]2[N:52]([CH3:53])[CH3:54])[CH2:55][CH2:56][CH2:57][CH2:58][CH2:59]1.[Cl:1][c:2]1[cH:3][cH:4][c:5]([N+:12](=[O:13])[O-:14])[c:6]([NH:10][CH3:11])[c:7]1[C:8]#[N:9].[K+:30].[K+:31].[O:104]=[C:105]([CH:106]=[CH:107][c:108]1[cH:109][cH:110][cH:111][cH:112][cH:113]1)[CH:114]=[CH:115][c:116]1[cH:117][cH:118][cH:119][cH:120][cH:121]1.[O:68]=[C:69]([CH:70]=[CH:71][c:72]1[cH:73][cH:74][cH:75][cH:76][cH:77]1)[CH:78]=[CH:79][c:80]1[cH:81][cH:82][cH:83][cH:84][cH:85]1.[O:86]=[C:87]([CH:88]=[CH:89][c:90]1[cH:91][cH:92][cH:93][cH:94][cH:95]1)[CH:96]=[CH:97][c:98]1[cH:99][cH:100][cH:101][cH:102][cH:103]1.[OH:15][CH2:16][c:17]1[c:18]([B:23]([OH:24])[OH:25])[cH:19][cH:20][cH:21][cH:22]1.[Pd:66].[Pd:67]>>[c:2]1(-[c:18]2[c:17]([CH2:16][OH:15])[cH:22][cH:21][cH:20][cH:19]2)[cH:3][cH:4][c:5]([N+:12](=[O:13])[O-:14])[c:6]([NH:10][CH3:11])[c:7]1[C:8]#[N:9]. The solvent is ClCCl (dichloromethane). Procedure details: A solution of N-Boc-ethylenediamine (5.0 mL, 32 mmol), and diisopropylethylamine (5.8 mL, 33 mmol) in anhydrous dichloromethane (35 mL) was cooled in a NaCl/ice bath (−10° C., bath temperature). Over a period of 15 minutes, 2-bromoisobutyryl bromide (4.1 mL, 33 mmol) was added to this solution. After 1 h, the ice bath was removed and the reaction was allowed to warm to room temperature and stirring was continued for 18 h. The reaction mixture was concentrated to dryness under reduced pressure gi... RXN SMILES: [C:1]([NH:8]CCN)([O:3][C:4]([CH3:7])([CH3:6])[CH3:5])=[O:2].[CH:12]([N:15](C(C)C)CC)(C)[CH3:13].[Br:21][C:22]([CH3:27])([CH3:26])[C:23](Br)=[O:24].C(OCC)(=O)C.ClCCl>ClCCl>[C:1]([NH:8][C:23](=[O:24])[C:22]([Br:21])([CH3:27])[CH2:26][CH2:13][CH2:12][NH2:15])([O:3][C:4]([CH3:5])([CH3:7])[CH3:6])=[O:2] |f:3.4|. The product is C(=O)(OC(C)(C)C)NC(C(CCCN)(C)Br)=O (N-Boc-(2-aminoethyl)-2-bromo-2-methylpropanamide). The reactants are C(C)(=O)OCC.ClCCl (ethyl acetate dichloromethane), C(=O)(OC(C)(C)C)NCCN (N-Boc-ethylenediamine), C(C)(C)N(CC)C(C)C (diisopropylethylamine), BrC(C(=O)Br)(C)C (2-bromoisobutyryl bromide). Conditions: time 15 minute. Starting materials: C([O-])(O)=O.[Na+] (sodium bicarbonate), N(N)C1=NC2=C(C(=NC1)C1=CC=CC=C1)C=C(C=C2)C(F)(F)F (2-hydrazino-5-phenyl-7-trifluoromethyl-3H-1,4-benzodiazepine), C(C)(OCC)([O-])[O-] (ethyl orthoacetate), C1(=CC=C(C=C1)S(=O)(=O)O)C (p-toluenesulfonic acid). Solvent: C(Cl)(Cl)Cl (chloroform). Product: CC1=NN=C2N1C1=C(C(=NC2)C2=CC=CC=C2)C=C(C=C1)C(F)(F)F (1-methyl-6-phenyl-8-trifluoromethyl-4H-s-triazolo [4,3-a] [1,4] benzodiazepine). As a reaction SMILES: [NH:1]([C:3]1[CH2:9][N:8]=[C:7]([C:10]2[CH:15]=[CH:14][CH:13]=[CH:12][CH:11]=2)[C:6]2[CH:16]=[C:17]([C:20]([F:23])([F:22])[F:21])[CH:18]=[CH:19][C:5]=2[N:4]=1)[NH2:2].[C:24]([O-])([O-])(OCC)[CH3:25].C1(C)C=CC(S(O)(=O)=O)=CC=1.C(=O)(O)[O-].[Na+]>C(Cl)(Cl)Cl>[CH3:24][C:25]1[N:4]2[C:5]3[CH:19]=[CH:18][C:17]([C:20]([F:23])([F:22])[F:21])=[CH:16][C:6]=3[C:7]([C:10]3[CH:11]=[CH:12][CH:13]=[CH:14][CH:15]=3)=[N:8][CH2:9][C:3]2=[N:1][N:2]=1 |f:3.4|. Reported procedure: To a mixture of 9,5 parts of 2-hydrazino-5-phenyl-7-trifluoromethyl-3-H-1,4-benzodiazepine prepared in Example 4, 29 parts of ethyl orthoacetate and 150 parts by volume of chloroform, is added dropwise 23 parts of p-toluenesulfonic acid with stirring under ice-cooling below 10° C and then the mixture is stirred at room temperature for 7 hours. After completion of the reaction, the reaction mixture is neutralized with a saturated aqueous solution of sodium bicarbonate and the chloroform layer is ... Reactants: C([O-])(O)=O.[Na+] (sodium bicarbonate), COC(CC1=CC=C(C=C1)Br)=O ((4-Bromo-phenyl)acetic acid methyl ester), C1(CCCCC1)P(C1=C(C=CC=C1)C1=C(C=CC=C1OC)OC)C1CCCCC1 (2-dicyclohexylphosphino-2′,6′-dimethoxy-1,1′-biphenyl), P(=O)([O-])([O-])[O-].[K+].[K+].[K+] (potassium phosphate), C(C)C(CCC1=C(C=C(C=C1)C(CC)(C1=CC(=C(C=C1)B1OC(C(O1)(C)C)(C)C)C)CC)C)(CC)O (3-ethyl-1-(4-{1-ethyl-1-[3-methyl-4-(4,4,5,5-tetramethyl-[1,3,2]dioxaborolan-2-yl)-phenyl]-propyl}-2-methyl-phenyl)-pentan-3-ol). The reagents and catalysts are C(C)(=O)[O-].[Pd+2].C(C)(=O)[O-] (palladium acetate). The solvent is C1(=CC=CC=C1)C (toluene), O (water). Run at temperature 100 celsius, time 3.5 hour. Yields the product COC(CC1=CC=C(C=C1)C1=C(C=C(C=C1)C(CC)(C1=CC(=C(C=C1)CCC(CC)(O)CC)C)CC)C)=O ((4′-{1-ethyl-1-[4-(3-ethyl-3-hydroxy-pentyl)-3-methyl-phenyl]-propyl}-2′-methyl-biphenyl-4-yl)-acetic Acid Methyl Ester). The yield is 52.2%. Reaction SMILES: [CH3:1][O:2][C:3](=[O:12])[CH2:4][C:5]1[CH:10]=[CH:9][C:8](Br)=[CH:7][CH:6]=1.C1(P(C2CCCCC2)C2C=CC=CC=2C2C(OC)=CC=CC=2OC)CCCCC1.P([O-])([O-])([O-])=O.[K+].[K+].[K+].[CH2:50]([C:52]([OH:85])([CH2:83][CH3:84])[CH2:53][CH2:54][C:55]1[CH:60]=[CH:59][C:58]([C:61]([CH2:80][CH3:81])([C:64]2[CH:69]=[CH:68][C:67](B3OC(C)(C)C(C)(C)O3)=[C:66]([CH3:79])[CH:65]=2)[CH2:62][CH3:63])=[CH:57][C:56]=1[CH3:82])[CH3:51].C(=O)(O)[O-].[Na+]>C1(C)C=CC=CC=1.C([O-])(=O)C.[Pd+2].C([O-])(=O)C.O>[CH3:1][O:2][C:3](=[O:12])[CH2:4][C:5]1[CH:10]=[CH:9][C:8]([C:67]2[CH:68]=[CH:69][C:64]([C:61]([CH2:62][CH3:63])([C:58]3[CH:59]=[CH:60][C:55]([CH2:54][CH2:53][C:52]([CH2:83][CH3:84])([OH:85])[CH2:50][CH3:51])=[C:56]([CH3:82])[CH:57]=3)[CH2:80][CH3:81])=[CH:65][C:66]=2[CH3:79])=[CH:7][CH:6]=1 |f:2.3.4.5,7.8,10.11.12|. Procedure: (4-Bromo-phenyl)acetic acid methyl ester (Tetrahedron Letters 44 (2003) 331-334; 38.5 mg, 0.168 mmol), palladium acetate (2.5 mg, 0.011 mmol), 2-dicyclohexylphosphino-2′,6′-dimethoxy-1,1′-biphenyl (9.0 mg, 0.022 mmol), potassium phosphate (71 mg, 0.336 mmol) and water (0.2 mL) were added to a solution of 3-ethyl-1-(4-{1-ethyl-1-[3-methyl-4-(4,4,5,5-tetramethyl-[1,3,2]dioxaborolan-2-yl)-phenyl]-propyl}-2-methyl-phenyl)-pentan-3-ol (Example 29; 55 mg, 0.112 mmol) in toluene (2 mL). After replaceme... Reactants: C(C)(C)(C)OC(=O)C1=CC2=CC(=C(C=C2C=C1N)OCCN1CCOCC1)OC (3-amino-7-methoxy-6-(2-morpholin-4-yl-ethoxy)-naphthalene-2-carboxylic acid tert-butyl ester), C(=O)N (formamide). The solvent is C(Cl)Cl.CO (methylene chloride methanol). Run at temperature 178 celsius. The product is COC=1C(=CC2=C(C=C3C(NC=NC3=C2)=O)C1)OCCN1CCOCC1 (7-methoxy-8-(2-morpholin-4-yl-ethoxy)-3H-benzo[g]quinazolin-4-one). Reaction SMILES: C(O[C:6]([C:8]1[C:17]([NH2:18])=[CH:16][C:15]2[C:10](=[CH:11][C:12]([O:28][CH3:29])=[C:13]([O:19][CH2:20][CH2:21][N:22]3[CH2:27][CH2:26][O:25][CH2:24][CH2:23]3)[CH:14]=2)[CH:9]=1)=[O:7])(C)(C)C.[CH:30]([NH2:32])=O>C(Cl)Cl.CO>[CH3:29][O:28][C:12]1[C:13]([O:19][CH2:20][CH2:21][N:22]2[CH2:27][CH2:26][O:25][CH2:24][CH2:23]2)=[CH:14][C:15]2[CH:16]=[C:17]3[C:8]([C:6](=[O:7])[NH:32][CH:30]=[N:18]3)=[CH:9][C:10]=2[CH:11]=1 |f:2.3|. Procedure: A mixture of 3.5 g (8.6 mmol) of 3-amino-7-methoxy-6-(2-morpholin-4-yl-ethoxy)-naphthalene-2-carboxylic acid tert-butyl ester and 60 ml of formamide is heated at 178° C. for 2 hours, then cooled. To this is added 4:1 methylene chloride/methanol. The resulting solution is washed several times with brine, dried over anhydrous sodium sulfate and evaporated to yield an oil. The oil is purified by silica gel chromatography, utilizing a gradient of 99:1 to 88:12 methylene chloride/methanol to give sti... Starting materials: [Si](O)(O)(O)O.NC(=O)N (urea silicate), C(C)=O (acetoaldehyde), [Si](O)(O)(O)O.NC(=O)N (urea silicate). The product is [Si](O)(O)(O)O.NC(=O)N.C=O (formaldehyde urea silicate). As a reaction SMILES: [Si:1]([OH:5])([OH:4])([OH:3])[OH:2].[NH2:6][C:7]([NH2:9])=[O:8].[CH:10](=[O:12])C>>[Si:1]([OH:5])([OH:4])([OH:3])[OH:2].[NH2:6][C:7]([NH2:9])=[O:8].[CH2:10]=[O:12] |f:0.1,3.4.5|. Procedure details: One mol by weight of metasilicic acid and one mol by weight of urea are mixed, heated to 95° to 150° C. for 20 to 60 minutes, until the reaction is substantially complete, thereby producing white granules of urea silicate. The said urea silicate is mixed into about one mol of acetoaldehyde in an aqueous solution and the urea silicate goes into solution. The unreacted metasilicic acid is filtered out. About 15% to 25% of said metasilicic acid is filtered out. The urea silicate formaldehyde soluti...